This data is from the Open Reaction Database (ORD), a public repository of structured organic reaction records. The task is: describe an organic reaction: reactants, conditions, products, and yield Reactants: O1C(CC(=O)C2=CC=CC=C12)C1=CC=CC=C1 (flavanone), Cl.CNC (dimethylamine hydrochloride), C=O (paraformaldehyde), Cl (HCl). Run in CC(C)O (2-propanol). Product: Cl.CN(C)CC1C(OC2=CC=CC=C2C1=O)C1=CC=CC=C1 (3-dimethylaminomethyl flavanone hydrochloride). The yield is 68.9%. RXN SMILES: [O:1]1[C:11]2[C:6](=[CH:7][CH:8]=[CH:9][CH:10]=2)[C:4](=[O:5])[CH2:3][CH:2]1[C:12]1[CH:17]=[CH:16][CH:15]=[CH:14][CH:13]=1.[ClH:18].[CH3:19][NH:20][CH3:21].[CH2:22]=O.Cl>CC(O)C>[ClH:18].[CH3:19][N:20]([CH2:22][CH:3]1[C:4](=[O:5])[C:6]2[C:11](=[CH:10][CH:9]=[CH:8][CH:7]=2)[O:1][CH:2]1[C:12]1[CH:17]=[CH:16][CH:15]=[CH:14][CH:13]=1)[CH3:21] |f:1.2,6.7|. Procedure details: A mixture of 44.8 g (0.2 mol) of flavanone (commercially available from Aldrich Chemical Co., Milwaukee, Wisconsin), 32.6 g (0.4 mole) of dimethylamine hydrochloride, 12.6 g (0.4 mol) of paraformaldehyde, 1 ml of concentrated HCl, and 120 ml of 2-propanol was stirred at reflux for 1 hour. The reaction was then allowed to cool to room temperature, the solvent was removed under reduced pressure and the residue partitioned between 400 ml of ether and 1 liter of 5 percent aqueous hydrochloric acid. ... Reactants: BrC1=CC=C(C(C2=CC(=CC=C2)O[Si](C)(C)C(C)(C)C)N2[C@H](CN[C@H](C2)C)C)C=C1 ((2S,5S)-1-(4-bromo-α-(3-(tert-butyldimethylsilyloxy)phenyl)benzyl)-2,5-dimethylpiperazine), alkyl bromide, C([O-])([O-])=O.[Na+].[Na+] (sodium carbonate), O1CCCC1 (tetrahydrofuran). The product is C(C=C)N1[C@H](CN([C@H](C1)C)C(C1=CC=C(C=C1)Br)C1=CC(=CC=C1)O[Si](C)(C)C(C)(C)C)C ((2S,5S)-1-allyl-4-(4-bromo-α-(3-(tert-butyldimethylsilyloxy)phenyl)benzyl)-2,5-dimethylpiperazine). Reaction SMILES: [Br:1][C:2]1[CH:30]=[CH:29][C:5]([CH:6]([N:21]2[CH2:26][C@H:25]([CH3:27])[NH:24][CH2:23][C@@H:22]2[CH3:28])[C:7]2[CH:12]=[CH:11][CH:10]=[C:9]([O:13][Si:14]([C:17]([CH3:20])([CH3:19])[CH3:18])([CH3:16])[CH3:15])[CH:8]=2)=[CH:4][CH:3]=1.C(=O)([O-])[O-].[Na+].[Na+].O1C[CH2:40][CH2:39][CH2:38]1>>[CH2:40]([N:24]1[CH2:23][C@H:22]([CH3:28])[N:21]([CH:6]([C:7]2[CH:12]=[CH:11][CH:10]=[C:9]([O:13][Si:14]([C:17]([CH3:19])([CH3:20])[CH3:18])([CH3:16])[CH3:15])[CH:8]=2)[C:5]2[CH:4]=[CH:3][C:2]([Br:1])=[CH:30][CH:29]=2)[CH2:26][C@@H:25]1[CH3:27])[CH:39]=[CH2:38] |f:1.2.3|. Procedure details: The purified benzhydrylpiperazine (1.51 g, 3.1 mmol) was dissolved in 20 mL of dry tetrahydrofuran with 0.27 mL (3.2 mmol) of alkyl bromide and 1.6 g (15.5 mmol) of sodium carbonate and heated at reflux overnight under nitrogen. The cooled reaction solution was filtered and the solvent removed to give 1.62 g of crude (2S,5S)-1-allyl-4-(4-bromo-α-(3-(tert-butyldimethylsilyloxy)phenyl)benzyl)-2,5-dimethylpiperazine as a yellow oil.